This data is from the Open Reaction Database (ORD), a public repository of structured organic reaction records. The task is: describe an organic reaction: reactants, conditions, products, and yield Reactants: N1C(=NC=C1)C=1C(=CC(=C(C1)N)N)C(F)(F)F (5-imidazolyl-4-trifluoromethyl-1,2-phenylenediamine), O=C(C(=O)OCC)C(=O)OCC (diethyl ketomalonate). Run in C(C)O (ethanol). Yields the product N1C(=NC=C1)C1=C(C=C2NC(C(=NC2=C1)C(=O)OCC)=O)C(F)(F)F (Ethyl 3,4-dihydro-7-imidazolyl-3-oxo-6-trifluoromethylquinoxaline-2-carboxylate). Isolated yield 33.6%. Reaction SMILES: [NH:1]1[CH:5]=[CH:4][N:3]=[C:2]1[C:6]1[C:7]([C:14]([F:17])([F:16])[F:15])=[CH:8][C:9]([NH2:13])=[C:10]([NH2:12])[CH:11]=1.O=[C:19]([C:25](OCC)=[O:26])[C:20]([O:22][CH2:23][CH3:24])=[O:21]>C(O)C>[NH:1]1[CH:5]=[CH:4][N:3]=[C:2]1[C:6]1[CH:11]=[C:10]2[C:9]([NH:13][C:25](=[O:26])[C:19]([C:20]([O:22][CH2:23][CH3:24])=[O:21])=[N:12]2)=[CH:8][C:7]=1[C:14]([F:15])([F:16])[F:17]. Procedure details: To a solution of 5-imidazolyl-4-trifluoromethyl-1,2-phenylenediamine (303 mg, 1.25 mmol) in ethanol (50 ml) was added diethyl ketomalonate (210 μl, 1.38 mmol) at room temperature, and the mixture was refluxed for 6 hours. The reaction mixture. was concentrated to around half volume under reduced pressure, then the precipitate was collected by filtration and washed with cold ethanol. The filtrate was distilled off under reduced pressure, small quantity of mixed solution of ethyl acetate-diisoprop... The reactants are solution, [Li]CCCC (nBuLi), COC(CN)OC (2,2-dimethoxyethanamine), S1C(=NC=C1)C#N (thiazole-2-carbonitrile), N (Ammonia). Run in CCCCCC (hexane), C1CCOC1 (THF). Conditions: time 30 minute. Product: N1C(=NC=C1)C=1SC=CN1 (2-(1H-imidazol-2-yl)thiazole). RXN SMILES: [Li]CCCC.CO[CH:8](OC)[CH2:9][NH2:10].[S:13]1[CH:17]=[CH:16][N:15]=[C:14]1[C:18]#[N:19].N>CCCCCC.C1COCC1>[NH:10]1[CH:9]=[CH:8][N:19]=[C:18]1[C:14]1[S:13][CH:17]=[CH:16][N:15]=1. Procedure details: A 2.5 M solution of nBuLi (2.0 eq) in hexane was added under argon to a solution of 2,2-dimethoxyethanamine (2.0 eq) in THF at −78° C. After stirring for 30 min, thiazole-2-carbonitrile (2-Im-2, 3.0 g, 1.0 eq) was added and the resulting solution was stirred at 0° C. for 2 h, then quenched with 20 mL of 5% MeOH in water. The volatiles were removed and 6N HCl was added to adjust to pH=1. The acidic solution was refluxed overnight, cooled to rt then poured into a mixture of ice and aqueous Na2CO3.... The reactants are BrC1=C2C=CC=NC2=C(C(=N1)C(=O)OC)OS(=O)(=O)C1=CC=C(C=C1)C (methyl 5-bromo-8-{[(4-methylphenyl)sulfonyl]oxy}-1,6-naphthyridine-7-carboxylate), CNS(=O)(=O)CC (N-methylethanesulfonamide), N1=C(C=CC=C1)C1=NC=CC=C1 (2,2′ bipyridyl). The reagents and catalysts are [Cu-]=O (copper(I) oxide). Solvent: CN(C)C=O (DMF). Reaction conditions: temperature 118 celsius, time 2 hour. Product: C(C)S(=O)(=O)N(C1=C2C=CC=NC2=C(C(=N1)C(=O)OC)OS(=O)(=O)C1=CC=C(C=C1)C)C (Methyl 5-[(ethylsulfonyl)(methyl)amino]-8-{[(4-methylphenyl)sulfonyl]oxy}-1,6-naphthyridine-7-carboxylate). Reaction SMILES: Br[C:2]1[N:11]=[C:10]([C:12]([O:14][CH3:15])=[O:13])[C:9]([O:16][S:17]([C:20]2[CH:25]=[CH:24][C:23]([CH3:26])=[CH:22][CH:21]=2)(=[O:19])=[O:18])=[C:8]2[C:3]=1[CH:4]=[CH:5][CH:6]=[N:7]2.[CH3:27][NH:28][S:29]([CH2:32][CH3:33])(=[O:31])=[O:30].N1C=CC=CC=1C1C=CC=CN=1>[Cu-]=O.CN(C=O)C>[CH2:32]([S:29]([N:28]([CH3:27])[C:2]1[N:11]=[C:10]([C:12]([O:14][CH3:15])=[O:13])[C:9]([O:16][S:17]([C:20]2[CH:25]=[CH:24][C:23]([CH3:26])=[CH:22][CH:21]=2)(=[O:19])=[O:18])=[C:8]2[C:3]=1[CH:4]=[CH:5][CH:6]=[N:7]2)(=[O:31])=[O:30])[CH3:33]. Reported procedure: In a dried sealable pressure tube flushed with argon was placed methyl 5-bromo-8-{[(4-methylphenyl)sulfonyl]oxy}-1,6-naphthyridine-7-carboxylate (2.0 g, 4.57 mmol), prepared as described in Example 2, Step 2), N-methylethanesulfonamide (1.13 g, 9.15 mmol), dry DMF (4 mL) and copper(I) oxide (785 mg, 5.49 mmol) and 2,2′ bipyridyl (857 mg, 5.49 mmol). The tube was capped and heated to 118° C. for 2 hours. The reaction was cooled and filtered through a glass fiber filter, washing with chloroform. T...